Dataset: the Open Reaction Database (ORD), a public repository of structured organic reaction records. Task: describe an organic reaction: reactants, conditions, products, and yield The reactants are S(=O)(Cl)Cl (thionyl chloride), C(C)(C)(C)NC(=O)C=1N(CCNC1)C(C(F)(F)F)=O (1-trifluoroacetyl-1,4,5,6-tetrahydropyrazine-2-carboxylic acid tert-butylamide), C(=O)O (formic acid). Product: C(C)(C)(C)NC(=O)C=1N(CCN(C1)C=O)C(C(F)(F)F)=O (4-Formyl-1-trifluoroacetyl-1,4,5,6-tetrahydropyrazine-2-carboxylic acid tert-butylamide). RXN SMILES: S(Cl)(Cl)=O.[C:5]([NH:9][C:10]([C:12]1[N:13]([C:18](=[O:23])[C:19]([F:22])([F:21])[F:20])[CH2:14][CH2:15][NH:16][CH:17]=1)=[O:11])([CH3:8])([CH3:7])[CH3:6].[CH:24](O)=[O:25]>>[C:5]([NH:9][C:10]([C:12]1[N:13]([C:18](=[O:23])[C:19]([F:22])([F:20])[F:21])[CH2:14][CH2:15][N:16]([CH:24]=[O:25])[CH:17]=1)=[O:11])([CH3:8])([CH3:6])[CH3:7]. Procedure details: 49.60 g (416.9 mmol) of thionyl chloride was added over 40 min at 20° C. to a solution of 96.94 g (347.1 mmol) of 1-trifluoroacetyl-1,4,5,6-tetrahydropyrazine-2-carboxylic acid tert-butylamide in 465.9 g (10.1 mol) of formic acid. After a reaction time of 2 hours at 20° C., the mixture was concentrated on a rotary evaporator at 60° C. and 80 mbar and the brownish-black residue was taken up with 400 ml of ethyl acetate and 400 ml of water. The aqueous phase was washed again with twice 250 ml of e... Reactants: NCC1=NC2=C(N1)C=CC=C2NC(C2=C(C=C(C=C2)C(=O)N2CCCCC1=C2C=CC=C1)OC)=O (N-(2-Aminomethyl-1H-benzimidazol-4-yl)-2-methoxy-4-(2,3,4,5-tetrahydro-1H-1-benzazepin-1-yl)carbonylbenzamide), Cl (hydrochloric acid). The solvent is O (water). The product is Cl.Cl.NCC1=NC2=C(N1)C=CC=C2NC(C2=C(C=C(C=C2)C(=O)N2CCCCC1=C2C=CC=C1)OC)=O (N-(2-aminomethyl-1H-benzimidazol-4-yl)-2-methoxy-4-(2,3,4,5-tetrahydro-1H-1-benzazepin-1-yl)carbonylbenzamide dihydrochloride). As a reaction SMILES: [NH2:1][CH2:2][C:3]1[NH:7][C:6]2[CH:8]=[CH:9][CH:10]=[C:11]([NH:12][C:13](=[O:35])[C:14]3[CH:19]=[CH:18][C:17]([C:20]([N:22]4[C:28]5[CH:29]=[CH:30][CH:31]=[CH:32][C:27]=5[CH2:26][CH2:25][CH2:24][CH2:23]4)=[O:21])=[CH:16][C:15]=3[O:33][CH3:34])[C:5]=2[N:4]=1.[ClH:36]>O>[ClH:36].[ClH:36].[NH2:1][CH2:2][C:3]1[NH:7][C:6]2[CH:8]=[CH:9][CH:10]=[C:11]([NH:12][C:13](=[O:35])[C:14]3[CH:19]=[CH:18][C:17]([C:20]([N:22]4[C:28]5[CH:29]=[CH:30][CH:31]=[CH:32][C:27]=5[CH2:26][CH2:25][CH2:24][CH2:23]4)=[O:21])=[CH:16][C:15]=3[O:33][CH3:34])[C:5]=2[N:4]=1 |f:3.4.5|. Procedure: N-(2-Aminomethyl-1H-benzimidazol-4-yl)-2-methoxy-4-(2,3,4,5-tetrahydro-1H-1-benzazepin-1-yl)carbonylbenzamide (150 mg) was dissolved in a mixture of 1N hydrochloric acid (0.7 ml) and water (5 ml), and the solution was lyophilized to give N-(2-aminomethyl-1H-benzimidazol-4-yl)-2-methoxy-4-(2,3,4,5-tetrahydro-1H-1-benzazepin-1-yl)carbonylbenzamide dihydrochloride (132 mg). The reactants are C(C)(=O)N1CCC2=CC(=CC=C12)CC(C)Br (1-acetyl-5-(2-bromopropyl)indoline), [N+](=O)(O)[O-] (nitric acid), ice water. Run in C(C)(=O)O (acetic acid). Conditions: time 1 hour. Product: C(C)(=O)N1CCC2=CC(=CC(=C12)[N+](=O)[O-])CC(C)Br (1-acetyl-5-(2-bromopropyl)-7-nitroindoline). Reaction SMILES: [C:1]([N:4]1[C:12]2[C:7](=[CH:8][C:9]([CH2:13][CH:14]([Br:16])[CH3:15])=[CH:10][CH:11]=2)[CH2:6][CH2:5]1)(=[O:3])[CH3:2].[N+:17]([O-])([OH:19])=[O:18]>C(O)(=O)C>[C:1]([N:4]1[C:12]2[C:7](=[CH:8][C:9]([CH2:13][CH:14]([Br:16])[CH3:15])=[CH:10][C:11]=2[N+:17]([O-:19])=[O:18])[CH2:6][CH2:5]1)(=[O:3])[CH3:2]. Reported procedure: To a solution of 1-acetyl-5-(2-bromopropyl)indoline (153 g) in acetic acid (240 ml) was added fuming nitric acid (120 ml) with stirring under ice cooling over a period of 1 hour, and the mixture was stirred at room temperature for 30 minutes. After the reaction mixture was poured into ice water slowly, the precipitates were collected by filtration, and dissolved in benzene (1.5 l). The benzene solution was washed with water, and dried over anhydrous magnesium sulfate. The solvent was evaporated ... The yield is 8.0%. Reported procedure: A total of 5.2 mL (10.4 mmol) of 2.0M isobutylmagnesium bromide was added to a solution of 2.4 g (10 mmol) of ethyl 4-phenylbenzoylformate in THF in an analogous manner as described for the synthesis of 3,4-dihydroxy-5-methyl-5-phenyl-2(5H)-furanone to give prior to hydrogenolysis 0.35 g (8% yield) of 5-[(1,1'-biphenyl)-4-yl]-4-hydroxy-3-phenylmethoxy-5-(2-methylpropyl)-2(5H)-furanone as an off white solid after crystallization from CHCl3 and hexanes. The product is C1(=CC=C(C=C1)C1(C(=C(C(O1)=O)OCC1=CC=CC=C1)O)CC(C)C)C1=CC=CC=C1 (5-[(1,1'-biphenyl)-4-yl]-4-hydroxy-3-phenylmethoxy-5-(2-methylpropyl)-2(5H)-furanone). The solvent is hexanes, C1CCOC1 (THF). RXN SMILES: [CH2:1]([Mg]Br)[CH:2]([CH3:4])[CH3:3].[C:7]1([C:13]2[CH:25]=[CH:24][C:16]([C:17]([C:19]([O:21]CC)=O)=[O:18])=[CH:15][CH:14]=2)[CH:12]=[CH:11][CH:10]=[CH:9][CH:8]=1.[OH:26][C:27]1[C:28](=O)[O:29][C:30](C)([C:33]2[CH:38]=[CH:37][CH:36]=[CH:35][CH:34]=2)C=1O.C(Cl)(Cl)Cl>C1COCC1>[C:13]1([C:7]2[CH:8]=[CH:9][CH:10]=[CH:11][CH:12]=2)[CH:14]=[CH:15][C:16]([C:17]2([CH2:1][CH:2]([CH3:4])[CH3:3])[O:18][C:27](=[O:26])[C:28]([O:29][CH2:30][C:33]3[CH:34]=[CH:35][CH:36]=[CH:37][CH:38]=3)=[C:19]2[OH:21])=[CH:24][CH:25]=1. The reactants are C(Cl)(Cl)Cl (CHCl3), C(C(C)C)[Mg]Br (isobutylmagnesium bromide), C1(=CC=CC=C1)C1=CC=C(C(=O)C(=O)OCC)C=C1 (ethyl 4-phenylbenzoylformate), OC=1C(OC(C1O)(C1=CC=CC=C1)C)=O (3,4-dihydroxy-5-methyl-5-phenyl-2(5H)-furanone). Starting materials: CN1CCNC(=O)C1, [Cu]I, Ic1ccncc1, [K+], [K+], [K+], NC1CCCCC1N, C1COCCO1, O=P([O-])([O-])[O-]. Product: CN1CCN(c2ccncc2)C(=O)C1. As a reaction SMILES: [CH3:8][N:9]1[CH2:10][C:11](=[O:15])[NH:12][CH2:13][CH2:14]1.[Cu:38][I:39].[I:1][c:2]1[cH:3][cH:4][n:5][cH:6][cH:7]1.[K+:21].[K+:22].[K+:23].[NH2:24][CH:25]1[CH2:26][CH2:27][CH2:28][CH2:29][CH:30]1[NH2:31].[O:32]1[CH2:33][CH2:34][O:35][CH2:36][CH2:37]1.[P:16]([O-:17])([O-:18])([O-:19])=[O:20]>>[c:2]1([N:12]2[C:11](=[O:15])[CH2:10][N:9]([CH3:8])[CH2:14][CH2:13]2)[cH:3][cH:4][n:5][cH:6][cH:7]1. Reactants: CO, OC1=CCCSc2ccc(Cl)cc21, [O-][I+3]([O-])([O-])[O-], [Na+], C1COCCO1, O. Product: O=S1CCC=C(O)c2cc(Cl)ccc21. RXN SMILES: [CH3:26][OH:27].[Cl:1][c:2]1[cH:3][cH:4][c:5]2[c:6]([cH:13]1)[C:7]([OH:12])=[CH:8][CH2:9][CH2:10][S:11]2.[I+3:20]([O-:21])([O-:22])([O-:23])[O-:24].[Na+:25].[O:14]1[CH2:15][CH2:16][O:17][CH2:18][CH2:19]1.[OH2:28]>>[Cl:1][c:2]1[cH:3][cH:4][c:5]2[c:6]([cH:13]1)[C:7]([OH:12])=[CH:8][CH2:9][CH2:10][S:11]2=[O:14]. The reactants are Cl.N[C@@H]1CC[C@H](CC1)NC(=O)C1=C(NC2=C1N=CN=C2C2=C(C=CC(=C2)C)OCC2CC2)C (N-(trans-4-aminocyclohexyl)-4-[2-(cyclopropylmethoxy)-5-methylphenyl]-6-methyl-5H-pyrrolo[3,2-d]pyrimidine-7-carboxamide hydrochloride), C(C)(=O)O[C@H](C(=O)Cl)C ((2S)-1-chloro-1-oxopropan-2-yl acetate). The product is C1(CC1)COC1=C(C=C(C=C1)C)C=1C2=C(N=CN1)C(=C(N2)C)C(=O)N[C@@H]2CC[C@H](CC2)NC([C@H](C)O)=O (4-[2-(Cyclopropylmethoxy)-5-methylphenyl]-N-(trans-4-{[(2S)-2-hydroxypropanoyl]amino}cyclohexyl)-6-methyl-5H-pyrrolo[3,2-d]pyrimidine-7-carboxamide). RXN SMILES: Cl.[NH2:2][C@H:3]1[CH2:8][CH2:7][C@H:6]([NH:9][C:10]([C:12]2[C:16]3[N:17]=[CH:18][N:19]=[C:20]([C:21]4[CH:26]=[C:25]([CH3:27])[CH:24]=[CH:23][C:22]=4[O:28][CH2:29][CH:30]4[CH2:32][CH2:31]4)[C:15]=3[NH:14][C:13]=2[CH3:33])=[O:11])[CH2:5][CH2:4]1.C([O:37][C@@H:38]([CH3:42])[C:39](Cl)=[O:40])(=O)C>>[CH:30]1([CH2:29][O:28][C:22]2[CH:23]=[CH:24][C:25]([CH3:27])=[CH:26][C:21]=2[C:20]2[C:15]3[NH:14][C:13]([CH3:33])=[C:12]([C:10]([NH:9][C@H:6]4[CH2:7][CH2:8][C@H:3]([NH:2][C:39](=[O:40])[C@@H:38]([OH:37])[CH3:42])[CH2:4][CH2:5]4)=[O:11])[C:16]=3[N:17]=[CH:18][N:19]=2)[CH2:31][CH2:32]1 |f:0.1|. Reported procedure: Starting from N-(trans-4-aminocyclohexyl)-4-[2-(cyclopropylmethoxy)-5-methylphenyl]-6-methyl-5H-pyrrolo[3,2-d]pyrimidine-7-carboxamide hydrochloride (example D.f29) and commercially available (2S)-1-chloro-1-oxopropan-2-yl acetate the title compound is obtained as colorless solid.